Task: describe an organic reaction: reactants, conditions, products, and yield. Dataset: the Open Reaction Database (ORD), a public repository of structured organic reaction records Starting materials: C1CCNC1, ClCCl, [Na+], [OH-], O, COc1cc(O)ccc1C=O. Product: COc1cc(O)ccc1CN1CCCC1. Reaction SMILES: [CH2:1]1[CH2:2][CH2:3][NH:4][CH2:5]1.[Cl:20][CH2:21][Cl:22].[Na+:18].[OH-:17].[OH2:19].[OH:6][c:7]1[cH:8][c:9]([O:15][CH3:16])[c:10]([CH:11]=[O:12])[cH:13][cH:14]1>>[CH2:1]1[CH2:2][CH2:3][N:4]([CH2:11][c:10]2[c:9]([O:15][CH3:16])[cH:8][c:7]([OH:6])[cH:14][cH:13]2)[CH2:5]1. The reactants are CCOCC, CC=CC(C)=O, C[Si](C)(C)C[Mg]Cl. The product is CC(=O)CC(C)C[Si](C)(C)C. Reaction SMILES: [CH3:14][CH2:15][O:16][CH2:17][CH3:18].[CH3:1][C:2]([CH:3]=[CH:4][CH3:5])=[O:6].[Cl:7][Mg:8][CH2:9][Si:10]([CH3:11])([CH3:12])[CH3:13]>>[CH3:1][C:2]([CH2:3][CH:4]([CH3:5])[CH2:9][Si:10]([CH3:11])([CH3:12])[CH3:13])=[O:6]. The reactants are ClC=1C(=NC=CC1)OC1=CC(=CC=C1)C(F)(F)F (3-Chloro-2-[3-(trifluoromethyl)phenoxy]pyridine), FC1=C(N)C=CC(=C1)F (2,4-difluoroaniline), C([O-])([O-])=O.[Na+].[Na+] (sodium carbonate), dichlorobis(triphenylphosphine)palladium(lI). Reagents/catalysts: C1(=CC=CC=C1)P(C=1[C-](C=CC1)C(C)P(C(C)(C)C)C(C)(C)C)C1=CC=CC=C1.[CH-]1C=CC=C1.[Fe+2] ((±)-1-[2-(diphenylphosphino)ferrocenyl]ethyl-di-tert-butylphosphine). Run in C=1(C(=CC=CC1)C)C (xylene). Product: FC1=C(C=CC(=C1)F)NC(=O)C=1C(=NC=CC1)OC1=CC(=CC=C1)C(F)(F)F (N-(2,4-Difluorophenyl)-2-[3-(trifluoromethyl)phenoxy]pyridine-3-carboxamide). The yield is 60.9%. As a reaction SMILES: Cl[C:2]1[C:3]([O:8][C:9]2[CH:14]=[CH:13][CH:12]=[C:11]([C:15]([F:18])([F:17])[F:16])[CH:10]=2)=[N:4][CH:5]=[CH:6][CH:7]=1.[F:19][C:20]1[CH:26]=[C:25]([F:27])[CH:24]=[CH:23][C:21]=1[NH2:22].[C:28](=O)([O-])[O-:29].[Na+].[Na+]>C1(C)C(C)=CC=CC=1.C1(P(C2C=CC=CC=2)C2[C-](C(P(C(C)(C)C)C(C)(C)C)C)C=CC=2)C=CC=CC=1.[CH-]1C=CC=C1.[Fe+2]>[F:19][C:20]1[CH:26]=[C:25]([F:27])[CH:24]=[CH:23][C:21]=1[NH:22][C:28]([C:2]1[C:3]([O:8][C:9]2[CH:14]=[CH:13][CH:12]=[C:11]([C:15]([F:18])([F:17])[F:16])[CH:10]=2)=[N:4][CH:5]=[CH:6][CH:7]=1)=[O:29] |f:2.3.4,6.7.8|. Procedure details: Analogously to Example 3, 6.84 g (25 mmol) of 3-chloro-2-(3-trifluoromethyl)phenoxypyridine (prepared according to Example 2), 4.84 g (37.5 mmol) of 2,4-difluoroaniline, 2.92 g (27.5 mmol) of sodium carbonate, 17.5 mg (25 μmol) of dichlorobis(triphenylphosphine)palladium(lI) and 0.31 g (0.75 mmol) of (±)-1-[2-(diphenylphosphino)ferrocenyl]ethyl-di-tert-butylphosphine in 25 ml of xylene were reacted under a CO pressure of 15 bar at 150° C. for 19 hours. The conversion was ca. 70 percent. The mixt... Product: CCc1ccc(-c2c(-c3ccccc3F)oc3ncnc(Cl)c23)cc1. The reactants are CCc1ccc(-c2c(-c3ccccc3F)oc3nc[nH]c(=O)c23)cc1, N, O, O=P(Cl)(Cl)Cl. Reaction SMILES: [CH2:1]([CH3:2])[c:3]1[cH:4][cH:5][c:6](-[c:9]2[c:10](-[c:19]3[c:20]([F:25])[cH:21][cH:22][cH:23][cH:24]3)[o:11][c:12]3[n:13][cH:14][nH:15][c:16](=[O:18])[c:17]23)[cH:7][cH:8]1.[NH3:31].[OH2:32].[P:26]([Cl:27])([Cl:28])([Cl:29])=[O:30]>>[CH2:1]([CH3:2])[c:3]1[cH:4][cH:5][c:6](-[c:9]2[c:10](-[c:19]3[c:20]([F:25])[cH:21][cH:22][cH:23][cH:24]3)[o:11][c:12]3[n:13][cH:14][n:15][c:16]([Cl:28])[c:17]23)[cH:7][cH:8]1. Reactants: N[C@@H](CC1=CNC2=CC=CC=C12)C(=O)NCC1=CC=CC=C1 (Trp-NHCH2Ph), C=1C=CC2=C(C1)N=NN2O (HOBt), N([C@@H](CC1=CC=C(C=C1)OCC1=CC=CC=C1)C(=O)NCC(=O)O)C(=O)OC(C)(C)C (N-Boc-Tyr(Bn)-Gly-OH), C(CCl)Cl (EDC). The solvent is C(Cl)Cl.CN(C)C=O (CH2Cl2 DMF). Yields the product N([C@@H](CC1=CC=C(C=C1)OCC1=CC=CC=C1)C(=O)NCC(=O)N[C@@H](CC1=CNC2=CC=CC=C12)C(=O)NCC1=CC=CC=C1)C(=O)OC(C)(C)C (N-Boc-Tyr(Bn)-Gly-Trp-NHCH2Ph). RXN SMILES: [NH2:1][C@H:2]([C:13]([NH:15][CH2:16][C:17]1[CH:22]=[CH:21][CH:20]=[CH:19][CH:18]=1)=[O:14])[CH2:3][C:4]1[C:12]2[C:7](=[CH:8][CH:9]=[CH:10][CH:11]=2)[NH:6][CH:5]=1.[NH:23]([C:47]([O:49][C:50]([CH3:53])([CH3:52])[CH3:51])=[O:48])[C@H:24]([C:40]([NH:42][CH2:43][C:44](O)=[O:45])=[O:41])[CH2:25][C:26]1[CH:31]=[CH:30][C:29]([O:32][CH2:33][C:34]2[CH:39]=[CH:38][CH:37]=[CH:36][CH:35]=2)=[CH:28][CH:27]=1.C(Cl)CCl.C1C=CC2N(O)N=NC=2C=1>C(Cl)Cl.CN(C=O)C>[NH:23]([C:47]([O:49][C:50]([CH3:53])([CH3:52])[CH3:51])=[O:48])[C@H:24]([C:40]([NH:42][CH2:43][C:44]([NH:1][C@H:2]([C:13]([NH:15][CH2:16][C:17]1[CH:22]=[CH:21][CH:20]=[CH:19][CH:18]=1)=[O:14])[CH2:3][C:4]1[C:12]2[C:7](=[CH:8][CH:9]=[CH:10][CH:11]=2)[NH:6][CH:5]=1)=[O:45])=[O:41])[CH2:25][C:26]1[CH:27]=[CH:28][C:29]([O:32][CH2:33][C:34]2[CH:39]=[CH:38][CH:37]=[CH:36][CH:35]=2)=[CH:30][CH:31]=1 |f:4.5|. Procedure details: compound PSV11R. Same procedure as above with Trp-NHCH2Ph (82.43 mg, 0.281 mmol), N-Boc-Tyr(Bn)-Gly-OH (109.26 mg, 0.255 mmol), EDC (53.87 mg, 0.281 mmol) and HOBt (37.97 mg, 0.281 mmol) in CH2Cl2/DMF (2 mL/0.8 mL). The crude residue was triturated with CH2Cl2/pentane to afford a white solid (113.76, 63%). mp 183° C. 1H NMR (300 MHz, CDCl3) δ 1.38 (s, 9H, (CH3)3), 2.81 (m, 2H, CH2 Tyr), 3.26 (m, 2H), 3.72 (m, 2H, CH2 Gly), 4.30 (m, 3H, CHα and CH2Bn), 4.80 (m, 1H, CHα), 5.0 (broad s, 3H, NHBoc a... Reactants: C(C)(C)N(CC)C(C)C (diisopropylethylamine), COCCl (methoxymethyl chloride), O (water), FC1=C(C(=C(C=C1)F)O)OC (1, 4-Difluoro-2-methoxy-3-hydroxybenzene), FC1(CC=C(C=C1O)F)OC (2, 5-difluoro-2-methoxy-3-hydroxybenzene), compound, solution, B(Br)(Br)Br (boron tribromide). The solvent is C(Cl)Cl (methylene chloride), C(Cl)Cl (methylene chloride). Reaction conditions: time 1 hour. Product: FC1=C(C=O)C=C(C(=C1OCOC)OCOC)F (2, 5-difluoro-3, 4-bis (methoxymethyloxy) benzaldehyde). Isolated yield 41.0%. As a reaction SMILES: [F:1][C:2]1[CH:7]=[CH:6][C:5]([F:8])=[C:4]([OH:9])[C:3]=1[O:10][CH3:11].F[C:13]1([O:21][CH3:22])C(O)=CC(F)=CC1.B(Br)(Br)Br.[CH:27](N(C(C)C)CC)(C)C.[CH3:36][O:37]CCl.[OH2:40]>C(Cl)Cl>[F:1][C:2]1[C:3]([O:10][CH2:11][O:37][CH3:36])=[C:4]([O:9][CH2:13][O:21][CH3:22])[C:5]([F:8])=[CH:6][C:7]=1[CH:27]=[O:40]. Procedure details: 1, 4-Difluoro-2-methoxy-3-hydroxybenzene (1.60 g, 9.99 mmol) was converted into 2, 5-difluoro-2-methoxy-3-hydroxybenzene (610 mg, 33%) according to the method as described in L. Kirk et al., J. Org. Chem., 51, 4073 (1986). This compound (350 mg, 1.86 mmol) was allowed to react with 1M solution of boron tribromide in methylene chloride in the same manner as in Example 2. The crude product obtained above was dissolved in methylene chloride (2 ml), and diisopropylethylamine (0.4 ml, 2.3 mmol) and m... The reactants are CC(=O)OC(C)=O, Cc1cc2ccc(=O)oc2cc1O, O. Yields the product CC(=O)Oc1cc2oc(=O)ccc2cc1C. RXN SMILES: [CH3:14][C:15](=[O:16])[O:17][C:18](=[O:19])[CH3:20].[CH3:1][c:2]1[cH:3][c:4]2[cH:5][cH:6][c:7](=[O:13])[o:8][c:9]2[cH:10][c:11]1[OH:12].[OH2:21]>>[CH3:1][c:2]1[cH:3][c:4]2[cH:5][cH:6][c:7](=[O:13])[o:8][c:9]2[cH:10][c:11]1[O:12][C:15]([CH3:14])=[O:16]. Starting materials: [N+](=O)([O-])CCCC (nitrobutane), C(CCC)N (n-Butylamine), C(=O)C1=CC=C(C(=O)OC)C=C1 (methyl 4-formylbenzoate), C1=CC=CC=C1 (benzene). The solvent is C(C)(=O)O (acetic acid), O (water). Run at temperature 110 celsius, time 4 hour. Product: [N+](=O)([O-])\C(=C/C1=CC=C(C(=O)OC)C=C1)\CCC (Methyl 4-[(1Z)-2-nitropenta-1-enyl]benzoate). Yield: 46.7%. RXN SMILES: C(N)CCC.[CH:6]([C:8]1[CH:17]=[CH:16][C:11]([C:12]([O:14][CH3:15])=[O:13])=[CH:10][CH:9]=1)=O.C1C=CC=CC=1.[N+:24]([CH2:27][CH2:28][CH2:29][CH3:30])([O-:26])=[O:25]>C(O)(=O)C.O>[N+:24](/[C:27](/[CH2:28][CH2:29][CH3:30])=[CH:6]\[C:8]1[CH:17]=[CH:16][C:11]([C:12]([O:14][CH3:15])=[O:13])=[CH:10][CH:9]=1)([O-:26])=[O:25]. Procedure: n-Butylamine (8.31 ml, 84.1 mmol) and methyl 4-formylbenzoate (10.6 g, 64.7 mmol) was heated with reflux benzene (50 ml) in a Dean-Stark trap until a theoretical amount of water was recovered. The solvent was evaporated under reduced pressure. To the residue were added glacial acetic acid (30 ml) and nitrobutane (10.0 g, 97.0 mmol), and the mixture was stirred at 110° C. for 4 hrs. and allowed to cool to room temperature. The insoluble materials were filtered off and dried to give the title comp... Reactants: C([O-])([O-])=O (carbonate), [N+](=O)([O-])C=1C=C(C=CC1)S(=O)(=O)Cl (m-nitrobenzenesulfonyl chloride), [Na+].[Na+].[Na+].NC=1C=C(C=CC1S(=O)(=O)NC1=CC=C(C=2C=C(C=C(C12)S(=O)(=O)[O-])S(=O)(=O)[O-])S(=O)(=O)[O-])C (8-(3-amino-p-toluenesulfonamido)-1,3,5-naphthalenetrisulfonic acid trisodium salt), C([O-])([O-])=O.[Na+].[Na+] (sodium carbonate), [N+](=O)([O-])C=1C=C(C=CC1)S(=O)(=O)Cl (m-nitrobenzenesulfonyl chloride). Run in O (water). Reaction conditions: time 16 hour. The product is [N+](=O)([O-])C=1C=C(C=CC1)S(=O)(=O)NC=1C=C(C=CC1S(=O)(=O)NC1=CC=C(C=2C=C(C=C(C12)S(=O)(=O)O)S(=O)(=O)O)S(=O)(=O)O)C (8-(3-m-nitrobenzenesulfonamido-p-toluenesulfonamido)-1,3,5-naphthalenetrisulfonic acid). Yield: 29.3%. Reaction SMILES: [Na+].[Na+].[Na+].[NH2:4][C:5]1[CH:6]=[C:7]([CH3:37])[CH:8]=[CH:9][C:10]=1[S:11]([NH:14][C:15]1[C:24]2[C:23]([S:25]([O-:28])(=[O:27])=[O:26])=[CH:22][C:21]([S:29]([O-:32])(=[O:31])=[O:30])=[CH:20][C:19]=2[C:18]([S:33]([O-:36])(=[O:35])=[O:34])=[CH:17][CH:16]=1)(=[O:13])=[O:12].C(=O)([O-])[O-].[Na+].[Na+].[N+:44]([C:47]1[CH:48]=[C:49]([S:53](Cl)(=[O:55])=[O:54])[CH:50]=[CH:51][CH:52]=1)([O-:46])=[O:45].C(=O)([O-])[O-]>O>[N+:44]([C:47]1[CH:48]=[C:49]([S:53]([NH:4][C:5]2[CH:6]=[C:7]([CH3:37])[CH:8]=[CH:9][C:10]=2[S:11]([NH:14][C:15]2[C:24]3[C:23]([S:25]([OH:28])(=[O:27])=[O:26])=[CH:22][C:21]([S:29]([OH:32])(=[O:30])=[O:31])=[CH:20][C:19]=3[C:18]([S:33]([OH:36])(=[O:35])=[O:34])=[CH:17][CH:16]=2)(=[O:13])=[O:12])(=[O:55])=[O:54])[CH:50]=[CH:51][CH:52]=1)([O-:46])=[O:45] |f:0.1.2.3,4.5.6|. Procedure: To a stirred solution of 2.0 g of 8-(3-amino-p-toluenesulfonamido)-1,3,5-naphthalenetrisulfonic acid trisodium salt and 342 mg of anhydrous sodium carbonate in 10 ml of water is added 1.5 g of m-nitrobenzenesulfonyl chloride. The mixture is stirred for 16 hours. An additional 170 mg of anhydrous sodum carbonate is added followed by 750 mg of m-nitrobenzenesulfonyl chloride and the mixture is stirred for an additional 16 hours. The reaction mixture is evaporated and the residue dissolved in hot w...